Dataset: the Open Reaction Database (ORD), a public repository of structured organic reaction records. Task: describe an organic reaction: reactants, conditions, products, and yield Starting materials: CCOC(=O)CBr, Oc1ccc(F)cc1, [H-], [Na+], CN(C)C=O. Yields the product CCOC(=O)COc1ccc(F)cc1. RXN SMILES: [Br:11][CH2:12][C:13](=[O:14])[O:15][CH2:16][CH3:17].[F:1][c:2]1[cH:3][cH:4][c:5]([OH:8])[cH:6][cH:7]1.[H-:10].[Na+:9].[O:18]=[CH:19][N:20]([CH3:21])[CH3:22]>>[F:1][c:2]1[cH:3][cH:4][c:5]([O:8][CH2:12][C:13](=[O:14])[O:15][CH2:16][CH3:17])[cH:6][cH:7]1. Conditions: time 3 hour. The yield is 97.1%. Procedure details: To a solution of 3-(2,3,4,6-tetra-O-pivaloyl-β-D-glucopyranosyloxy)-4-[2-(4-pivaloyloxyphenyl)ethyl]-1H-pyrazolo-[3,4-b]pyridine (75 mg) in tetrahydrofuran (0.5 mL) were added 2-dimethylaminoethanol (9 mg), triphenylphosphine (26 mg) and diethyl azodicarboxylate (40% toluene solution, 0.059 mL), and the mixture was stirred at room temperature for 3 hours. The reaction mixture was purified by column chromatography on silica gel (eluent: dichloromethane/methanol=15/1) to give 1-(2-dimethylaminoeth... The reactants are C(C(C)(C)C)(=O)O[C@H]1[C@@H](O[C@@H]([C@H]([C@@H]1OC(C(C)(C)C)=O)OC(C(C)(C)C)=O)COC(C(C)(C)C)=O)OC1=NNC2=NC=CC(=C21)CCC2=CC=C(C=C2)OC(C(C)(C)C)=O (3-(2,3,4,6-tetra-O-pivaloyl-β-D-glucopyranosyloxy)-4-[2-(4-pivaloyloxyphenyl)ethyl]-1H-pyrazolo-[3,4-b]pyridine), CN(CCO)C (2-dimethylaminoethanol), C1(=CC=CC=C1)P(C1=CC=CC=C1)C1=CC=CC=C1 (triphenylphosphine), N(=NC(=O)OCC)C(=O)OCC (diethyl azodicarboxylate). The product is CN(CCN1N=C(C=2C1=NC=CC2CCC2=CC=C(C=C2)OC(C(C)(C)C)=O)O[C@H]2[C@H](OC(C(C)(C)C)=O)[C@@H](OC(C(C)(C)C)=O)[C@H](OC(C(C)(C)C)=O)[C@H](O2)COC(C(C)(C)C)=O)C (1-(2-dimethylaminoethyl)-3-(2,3,4,6-tetra-O-pivaloyl-β-D-glucopyranosyloxy)-4-[2-(4-pivaloyloxyphenyl)ethyl]-1H-pyrazolo[3,4-b]pyridine). The solvent is O1CCCC1 (tetrahydrofuran). Reaction SMILES: [C:1]([O:7][C@@H:8]1[C@@H:13]([O:14][C:15](=[O:20])[C:16]([CH3:19])([CH3:18])[CH3:17])[C@H:12]([O:21][C:22](=[O:27])[C:23]([CH3:26])([CH3:25])[CH3:24])[C@@H:11]([CH2:28][O:29][C:30](=[O:35])[C:31]([CH3:34])([CH3:33])[CH3:32])[O:10][C@H:9]1[O:36][C:37]1[C:45]2[C:40](=[N:41][CH:42]=[CH:43][C:44]=2[CH2:46][CH2:47][C:48]2[CH:53]=[CH:52][C:51]([O:54][C:55](=[O:60])[C:56]([CH3:59])([CH3:58])[CH3:57])=[CH:50][CH:49]=2)[NH:39][N:38]=1)(=[O:6])[C:2]([CH3:5])([CH3:4])[CH3:3].[CH3:61][N:62]([CH3:66])[CH2:63][CH2:64]O.C1(P(C2C=CC=CC=2)C2C=CC=CC=2)C=CC=CC=1.N(C(OCC)=O)=NC(OCC)=O>O1CCCC1>[CH3:61][N:62]([CH3:66])[CH2:63][CH2:64][N:39]1[C:40]2=[N:41][CH:42]=[CH:43][C:44]([CH2:46][CH2:47][C:48]3[CH:49]=[CH:50][C:51]([O:54][C:55](=[O:60])[C:56]([CH3:59])([CH3:58])[CH3:57])=[CH:52][CH:53]=3)=[C:45]2[C:37]([O:36][C@@H:9]2[O:10][C@H:11]([CH2:28][O:29][C:30](=[O:35])[C:31]([CH3:33])([CH3:34])[CH3:32])[C@@H:12]([O:21][C:22](=[O:27])[C:23]([CH3:26])([CH3:25])[CH3:24])[C@H:13]([O:14][C:15](=[O:20])[C:16]([CH3:17])([CH3:19])[CH3:18])[C@H:8]2[O:7][C:1](=[O:6])[C:2]([CH3:3])([CH3:4])[CH3:5])=[N:38]1. As a reaction SMILES: [Cl:1][SiH:2]([C:9]1[CH:14]=[CH:13][CH:12]=[CH:11][CH:10]=1)[C:3]1[CH:8]=[CH:7][CH:6]=[CH:5][CH:4]=1.[C:15]([O:21][CH2:22][C:23]1[CH:28]=[CH:27][CH:26]=[CH:25][CH:24]=1)(=[O:20])[CH2:16][CH2:17][CH:18]=[CH2:19]>>[Cl:1][Si:2]([C:9]1[CH:10]=[CH:11][CH:12]=[CH:13][CH:14]=1)([C:3]1[CH:8]=[CH:7][CH:6]=[CH:5][CH:4]=1)[CH2:19][CH2:18][CH2:17][CH2:16][C:15]([O:21][CH2:22][C:23]1[CH:28]=[CH:27][CH:26]=[CH:25][CH:24]=1)=[O:20]. Conditions: temperature 60 celsius. The reagents and catalysts are Karstedt's catalyst. The product is Cl[Si](CCCCC(=O)OCC1=CC=CC=C1)(C1=CC=CC=C1)C1=CC=CC=C1 (benzyl 5-(chlorodiphenylsilyl)pentanoate). Reported procedure: To a mixture of chlorodiphenylsilane (0.49 g; 2.58 mmol) and benzyl pent-4-enoate (0.50 g; 2.58 mmol) under argon was added two drops of Karstedt's catalyst solution (in xylenes; ˜2% Pt). The reaction vessel was sealed and the mixture was heated to 60° C. for 15 hours. The crude liquid was used without purification. Starting materials: Cl[SiH](C1=CC=CC=C1)C1=CC=CC=C1 (chlorodiphenylsilane), C(CCC=C)(=O)OCC1=CC=CC=C1 (benzyl pent-4-enoate). The reactants are Brc1ccccn1, Cn1c(Br)c(C2CCCC2)c2ccc(C(=O)NC3(C(=O)O)CCC3)cc21, CC(=O)[O-], CC(=O)[O-], CCCO, C1CCOC1, CC(=O)O, CN1CCCC1=O, [Cl-], Cl, [NH4+], [Na+], [OH-], [Pd+2], c1ccc(P(c2ccccc2)c2ccccc2)cc1. Product: Cn1c(-c2ccccn2)c(C2CCCC2)c2ccc(C(=O)NC3(C(=O)O)CCC3)cc21. As a reaction SMILES: [Br:1][c:2]1[cH:3][cH:4][cH:5][cH:6][n:7]1.[Br:27][c:28]1[n:29]([CH3:52])[c:30]2[cH:31][c:32]([C:42](=[O:43])[NH:44][C:45]3([C:49](=[O:50])[OH:51])[CH2:46][CH2:47][CH2:48]3)[cH:33][cH:34][c:35]2[c:36]1[CH:37]1[CH2:38][CH2:39][CH2:40][CH2:41]1.[C:62]([O-:63])(=[O:64])[CH3:65].[C:67]([O-:68])(=[O:69])[CH3:70].[CH2:71]([OH:72])[CH2:73][CH3:74].[CH2:75]1[O:76][CH2:77][CH2:78][CH2:79]1.[CH3:58][C:59](=[O:60])[OH:61].[CH3:80][N:81]1[CH2:82][CH2:83][CH2:84][C:85]1=[O:86].[Cl-:53].[ClH:55].[NH4+:54].[Na+:57].[OH-:56].[Pd+2:66].[c:8]1([P:9]([c:10]2[cH:11][cH:12][cH:13][cH:14][cH:15]2)[c:16]2[cH:17][cH:18][cH:19][cH:20][cH:21]2)[cH:22][cH:23][cH:24][cH:25][cH:26]1>>[c:2]1(-[c:28]2[n:29]([CH3:52])[c:30]3[cH:31][c:32]([C:42](=[O:43])[NH:44][C:45]4([C:49](=[O:50])[OH:51])[CH2:46][CH2:47][CH2:48]4)[cH:33][cH:34][c:35]3[c:36]2[CH:37]2[CH2:38][CH2:39][CH2:40][CH2:41]2)[cH:3][cH:4][cH:5][cH:6][n:7]1.